From a dataset of the Open Reaction Database (ORD), a public repository of structured organic reaction records. describe an organic reaction: reactants, conditions, products, and yield Starting materials: C(C)(C)(CC)C1=CC=C(C=C1)CC(CN1CCCCC1)C (1-[3-(p-tert.-amyl-phenyl)-2-methyl-propyl]-piperidine), Cl(=O)(=O)(=O)O (perchloric acid). The reagents and catalysts are [Pt](=O)=O (platinum dioxide). The solvent is C(C)(=O)O (acetic acid), C(C)(=O)O (acetic acid). The product is C(C)(C)(CC)C1CCC(CC1)CC(CN1CCCCC1)C (1-[3-(4-tert.-amylcyclohexyl)-2-methyl-propyl]-piperidine). As a reaction SMILES: [C:1]([C:6]1[CH:11]=[CH:10][C:9]([CH2:12][CH:13]([CH3:21])[CH2:14][N:15]2[CH2:20][CH2:19][CH2:18][CH2:17][CH2:16]2)=[CH:8][CH:7]=1)([CH2:4][CH3:5])([CH3:3])[CH3:2].Cl(O)(=O)(=O)=O>[Pt](=O)=O.C(O)(=O)C>[C:1]([CH:6]1[CH2:7][CH2:8][CH:9]([CH2:12][CH:13]([CH3:21])[CH2:14][N:15]2[CH2:16][CH2:17][CH2:18][CH2:19][CH2:20]2)[CH2:10][CH2:11]1)([CH2:4][CH3:5])([CH3:2])[CH3:3]. Procedure details: 7 G. of platinum dioxide and 7 g. of active carbon are suspended in 500 ml. of glacial acetic acid and prehydrogenated. Subsequently, there is added a solution of 37.4 g. of 1-[3-(p-tert.-amyl-phenyl)-2-methyl-propyl]-piperidine in 1000 ml. of glacial acetic acid and 67 ml. of perchloric acid and the mixture is hydrogenated at 25° C. The hydrogenation solution is filtered to remove the catalyst and the filtrate is treated with 110 g. of potassium acetate dissolved in 100 ml. of water. The precip... Starting materials: NC=1SC=C(N1)C(=O)OCC (Ethyl 2-aminothiazole-4-carboxylate), BrCC(C(=O)OCC)=O (ethyl bromopyruvate), NC(=S)N (thiourea), O1C=NC=C1 (oxazole), BrBr (bromine), C([O-])([O-])=O.[Na+].[Na+] (sodium carbonate). Solvent: Br (hydrobromic acid). Conditions: temperature 60 celsius. The product is NC=1SC(=C(N1)C(=O)OCC)Br (ethyl 2-amino-5-bromothiazole-4-carboxylate). Reaction SMILES: [NH2:1][C:2]1[S:3][CH:4]=[C:5]([C:7]([O:9][CH2:10][CH3:11])=[O:8])[N:6]=1.[Br:12]CC(=O)C(OCC)=O.NC(N)=S.O1C=CN=C1.BrBr.C(=O)([O-])[O-].[Na+].[Na+]>Br>[NH2:1][C:2]1[S:3][C:4]([Br:12])=[C:5]([C:7]([O:9][CH2:10][CH3:11])=[O:8])[N:6]=1 |f:5.6.7|. Procedure: Ethyl 2-aminothiazole-4-carboxylate (5.0 g) (prepared from ethyl bromopyruvate and thiourea by the procedure described in J. Med. Chem., 1971, 14, 1075 for the corresponding oxazole) in concentrated hydrobromic acid (9 cm3) was stirred at ambient temperature and treated dropwise with bromine (3.2 g), then heated to 60° C. for 2 hours, neutralised with sodium carbonate and the product extracted into ethyl acetate. The organic phase was dried (MgSO4) and evaporated under reduced pressure to give e... The reactants are ClC=1N=C(C2=C(N1)N(C=C2CC)S(=O)(=O)C2=CC=C(C)C=C2)NC2=CC=C1C=NNC1=C2 (2-Chloro-N-(1H-indazol-6-yl)-5-ethyl-7-tosyl-7H-pyrrolo[2,3-d]pyrimidin-4-amine), NC1=CC=C(C=C1)N1CCN(CC1)C(C)=O (1-(4-(4-aminophenyl)piperazin-1-yl)ethanone), C[Si](C)(C)Cl (TMSCl). The solvent is C(CCC)O (n-butyl alcohol). Run at temperature 115 celsius. Yields the product N1N=CC2=CC=C(C=C12)NC=1C2=C(N=C(N1)NC1=CC=C(C=C1)N1CCN(CC1)C(C)=O)N(C=C2C)S(=O)(=O)C2=CC=C(C)C=C2 (1-(4-(4-(4-(1H-indazol-6-ylamino)-5-methyl-7-tosyl-7H-pyrrolo[2,3-d]pyrimidin-2-ylamino)phenyl)piperazin-1-yl)ethanone). The yield is 18.5%. As a reaction SMILES: Cl[C:2]1[N:3]=[C:4]([NH:23][C:24]2[CH:32]=[C:31]3[C:27]([CH:28]=[N:29][NH:30]3)=[CH:26][CH:25]=2)[C:5]2[C:10]([CH2:11]C)=[CH:9][N:8]([S:13]([C:16]3[CH:22]=[CH:21][C:19]([CH3:20])=[CH:18][CH:17]=3)(=[O:15])=[O:14])[C:6]=2[N:7]=1.[NH2:33][C:34]1[CH:39]=[CH:38][C:37]([N:40]2[CH2:45][CH2:44][N:43]([C:46](=[O:48])[CH3:47])[CH2:42][CH2:41]2)=[CH:36][CH:35]=1.C[Si](Cl)(C)C>C(O)CCC>[NH:30]1[C:31]2[C:27](=[CH:26][CH:25]=[C:24]([NH:23][C:4]3[C:5]4[C:10]([CH3:11])=[CH:9][N:8]([S:13]([C:16]5[CH:17]=[CH:18][C:19]([CH3:20])=[CH:21][CH:22]=5)(=[O:15])=[O:14])[C:6]=4[N:7]=[C:2]([NH:33][C:34]4[CH:35]=[CH:36][C:37]([N:40]5[CH2:41][CH2:42][N:43]([C:46](=[O:48])[CH3:47])[CH2:44][CH2:45]5)=[CH:38][CH:39]=4)[N:3]=3)[CH:32]=2)[CH:28]=[N:29]1. Reported procedure: To a mixture of 2-Chloro-N-(1H-indazol-6-yl)-5-ethyl-7-tosyl-7H-pyrrolo[2,3-d]pyrimidin-4-amine (0.08 g, 0.17 mmol) and 1-(4-(4-aminophenyl)piperazin-1-yl)ethanone (0.075 g, 0.34 mmol) in n-butyl alcohol (2 mL) was added TMSCl (0.011 mL, 0.086 mmol). After heating at 115° C. for 48 h, the mixture was purified by preparative HPLC to give 1-(4-(4-(4-(1H-indazol-6-ylamino)-5-methyl-7-tosyl-7H-pyrrolo[2,3-d]pyrimidin-2-ylamino)phenyl)piperazin-1-yl)ethanone (0.02 g). Reactants: Cc1ccccc1, ClCCl, O=C(Cl)C(=O)Cl, O=C(O)c1cn2nc(Cl)ccc2n1, CN(C)C=O. Yields the product O=C(Cl)c1cn2nc(Cl)ccc2n1. Reaction SMILES: [CH3:28][c:29]1[cH:30][cH:31][cH:32][cH:33][cH:34]1.[Cl:14][CH2:15][Cl:16].[Cl:17][C:18]([C:19]([Cl:20])=[O:21])=[O:22].[Cl:1][c:2]1[cH:3][cH:4][c:5]2[n:6]([n:7]1)[cH:8][c:9]([C:11](=[O:12])[OH:13])[n:10]2.[O:23]=[CH:24][N:25]([CH3:26])[CH3:27]>>[Cl:1][c:2]1[cH:3][cH:4][c:5]2[n:6]([n:7]1)[cH:8][c:9]([C:11](=[O:13])[Cl:14])[n:10]2. Starting materials: C(C)(=O)O (acetic acid), FC(C(=O)O)(F)F (trifluoroacetic acid), [BH4-].[Na+] (NaBH4), CN1CCN(CC1)C1=CC=C(C=C1)C(C#C)O (1-[4-(4-methyl-piperazin-1-yl)-phenyl]-prop-2-yn-1-ol). Run in C(Cl)Cl (CH2Cl2). Conditions: time 1 hour. Yields the product CN1CCN(CC1)C1=CC=C(C=C1)CC#C (1-Methyl-4-(4-prop-2-ynyl-phenyl)-piperazine). The yield is 86.8%. Reaction SMILES: C(O)(=O)C.FC(F)(F)C(O)=O.[BH4-].[Na+].[CH3:14][N:15]1[CH2:20][CH2:19][N:18]([C:21]2[CH:26]=[CH:25][C:24]([CH:27](O)[C:28]#[CH:29])=[CH:23][CH:22]=2)[CH2:17][CH2:16]1>C(Cl)Cl>[CH3:14][N:15]1[CH2:20][CH2:19][N:18]([C:21]2[CH:26]=[CH:25][C:24]([CH2:27][C:28]#[CH:29])=[CH:23][CH:22]=2)[CH2:17][CH2:16]1 |f:2.3|. Procedure details: To a stirred mixture of glacial acetic acid (72 ml) and trifluoroacetic acid (8 ml), NaBH4 (79.1 mmol) is added slowly under nitrogen at 15° C. The solution of 1-[4-(4-methyl-piperazin-1-yl)-phenyl]-prop-2-yn-1-ol (11.3 mmol) in CH2Cl2 (80 ml) is added dropwise over 0.5 h and the mixture is stirred at room temperature for 1 h. The solvents are removed under reduced pressure and the residue is added to saturated sodium bicarbonate. The aqueous solution is extracted with CH2Cl2. The organic layer ... Starting materials: CCOC(=O)Cc1ccc([N+](=O)[O-])cc1, [H-], CI, [Na+], CN(C)C=O. The product is CCOC(=O)C(C)c1ccc([N+](=O)[O-])cc1. Reaction SMILES: [CH2:1]([CH3:2])[O:3][C:4]([CH2:5][c:6]1[cH:7][cH:8][c:9]([N+:12](=[O:13])[O-:14])[cH:10][cH:11]1)=[O:15].[H-:16].[I:18][CH3:19].[Na+:17].[O:20]=[CH:21][N:22]([CH3:23])[CH3:24]>>[CH2:1]([CH3:2])[O:3][C:4]([CH:5]([c:6]1[cH:7][cH:8][c:9]([N+:12](=[O:13])[O-:14])[cH:10][cH:11]1)[CH3:19])=[O:15].